describe an organic reaction: reactants, conditions, products, and yield From a dataset of the Open Reaction Database (ORD), a public repository of structured organic reaction records. Reactants: C(C)(C)(C)OC(=O)NCC1=CC(=C(C(=O)O)C=C1)[N+](=O)[O-] (4-(tert-butoxycarbonylamino-methyl)-2-nitro-benzoic acid). Reagents/catalysts: [Pd] (palladium/carbon). Run in CO (methanol), CCOCC (ether). The product is NC1=C(C(=O)O)C=CC(=C1)CNC(=O)OC(C)(C)C (2-amino-4-(tert-butoxycarbonylamino-methyl)-benzoic acid). The yield is 82.6%. RXN SMILES: [C:1]([O:5][C:6]([NH:8][CH2:9][C:10]1[CH:18]=[CH:17][C:13]([C:14]([OH:16])=[O:15])=[C:12]([N+:19]([O-])=O)[CH:11]=1)=[O:7])([CH3:4])([CH3:3])[CH3:2]>CO.CCOCC.[Pd]>[NH2:19][C:12]1[CH:11]=[C:10]([CH2:9][NH:8][C:6]([O:5][C:1]([CH3:4])([CH3:3])[CH3:2])=[O:7])[CH:18]=[CH:17][C:13]=1[C:14]([OH:16])=[O:15]. Procedure: A mixture of 4-(tert-butoxycarbonylamino-methyl)-2-nitro-benzoic acid (56.57, 190.9 mmol) in methanol (250 mL) and palladium/carbon (5.66 g, 10% weight) was hydrogenated with a Parr-shaker overnight at 51 psi. The black mixture was filtered through a pad of Celite, and the filtrate was evaporated to give a brown oil, which was stirred in ether (300 mL) overnight. The ether slurry was filtered to give 2-amino-4-(tert-butoxycarbonylamino-methyl)-benzoic acid as a brown solid (42.0 g, 84% yield). T... The reactants are CN1C2C=C(c3c[nH]c4ccc([N+](=O)[O-])cc34)CC1CC2, CSC(=N)c1cccs1, CCO, I. The product is CN1C2C=C(c3c[nH]c4ccc(NC(=N)c5cccs5)cc34)CC1CC2. As a reaction SMILES: [CH3:1][N:2]1[CH:3]2[CH2:4][C:5]([c:10]3[cH:11][nH:12][c:13]4[cH:14][cH:15][c:16]([N+:19]([O-:20])=[O:21])[cH:17][c:18]34)=[CH:6][CH:7]1[CH2:8][CH2:9]2.[CH3:23][S:24][C:25](=[NH:26])[c:27]1[s:28][cH:29][cH:30][cH:31]1.[CH3:32][CH2:33][OH:34].[IH:22]>>[CH3:1][N:2]1[CH:3]2[CH2:4][C:5]([c:10]3[cH:11][nH:12][c:13]4[cH:14][cH:15][c:16]([NH:19][C:25](=[NH:26])[c:27]5[s:28][cH:29][cH:30][cH:31]5)[cH:17][c:18]34)=[CH:6][CH:7]1[CH2:8][CH2:9]2. The reactants are ClC1=CC(=CC=C1)C(=O)OO (m-chloroperbenzoic acid), CC(C(=O)C1=CC=C(C=C1)SC)(C)N1CCOCC1 (2-methyl-1-[4-(methylthio)phenyl]-2-morpholinopropan-1-one). Run in C(Cl)Cl (CH2Cl2), C(Cl)Cl (methylene chloride). Conditions: time 2 hour. The product is ClC=1C=C(C(=O)O)C=CC1 (m-chlorobenzoic acid). RXN SMILES: [Cl:1][C:2]1[CH:7]=[CH:6][CH:5]=[C:4]([C:8]([O:10]O)=[O:9])[CH:3]=1.CC(N1CCOCC1)(C)C(C1C=CC(SC)=CC=1)=O>C(Cl)Cl>[Cl:1][C:2]1[CH:3]=[C:4]([CH:5]=[CH:6][CH:7]=1)[C:8]([OH:10])=[O:9]. Reported procedure: A solution of 13 g of m-chloroperbenzoic acid in 50 g of CH2Cl2 is added dropwise, at 0° and while stirring, to a solution of 20 g of 2-methyl-1-[4-(methylthio)phenyl]-2-morpholinopropan-1-one in 200 g of methylene chloride. Stirring is continued for a further 2 hours, in the course of which the m-chlorobenzoic acid formed is deposited in the form of a white precipitate. The reaction mixture is poured into ice/1N NaOH, and the organic phase is separated off, dried over Na2SO4 and evaporated on a... Reactants: C[Si](CCOC(NN1C(=CC=C1C1=CC=C(C=C1)C(C)(C)C)C1=CC=C(C=C1)C(C)(C)C)=O)(C)C ([2,5-Bis-(4-tert-butyl-phenyl)-pyrrol-1-yl]-carbamic acid 2-trimethylsilanyl-ethyl ester), solution, CCCC[N+](CCCC)(CCCC)CCCC.[F-] (TBAF). Solvent: C1CCOC1 (THF). Run at time 8 hour. The product is C(C)(C)(C)C1=CC=C(C=C1)C=1N(C(=CC1)C1=CC=C(C=C1)C(C)(C)C)N (2,5-Bis-(4-tert-butyl-phenyl)-pyrrol-1-ylamine). Isolated yield 62.1%. RXN SMILES: C[Si](C)(C)CCOC(=O)[NH:7][N:8]1[C:12]([C:13]2[CH:18]=[CH:17][C:16]([C:19]([CH3:22])([CH3:21])[CH3:20])=[CH:15][CH:14]=2)=[CH:11][CH:10]=[C:9]1[C:23]1[CH:28]=[CH:27][C:26]([C:29]([CH3:32])([CH3:31])[CH3:30])=[CH:25][CH:24]=1.CCCC[N+](CCCC)(CCCC)CCCC.[F-]>C1COCC1>[C:19]([C:16]1[CH:15]=[CH:14][C:13]([C:12]2[N:8]([NH2:7])[C:9]([C:23]3[CH:24]=[CH:25][C:26]([C:29]([CH3:32])([CH3:31])[CH3:30])=[CH:27][CH:28]=3)=[CH:10][CH:11]=2)=[CH:18][CH:17]=1)([CH3:22])([CH3:21])[CH3:20] |f:1.2|. Procedure: [2,5-Bis-(4-tert-butyl-phenyl)-pyrrol-1-yl]-carbamic acid 2-trimethylsilanyl-ethyl ester (681 mg, 1.39 mmol) was treated with a 1 M solution of TBAF in THF (2.78 mL). The resulting solution was stirred at rt overnight, then quenched with glacial acetic acid (0.155 mL). The solution was passed through a short plug of silica gel, eluting with toluene and concentrated in vacuo to afford 2,5-Bis-(4-tert-butyl-phenyl)-pyrrol-1-ylamine (299 mg, 80% for two steps) as a creamy white solid: 1H NMR (CDCl3...